Task: describe an organic reaction: reactants, conditions, products, and yield. Dataset: the Open Reaction Database (ORD), a public repository of structured organic reaction records The reactants are ClCC(=O)Cl (chloroacetyl chloride), O1C(OCC1)CNC1=C(C=CC=C1C)CC (N-(1,3-Dioxolan-2-ylmethyl)-2-ethyl-6-methylaniline), C([O-])([O-])=O.[Na+].[Na+] (sodium carbonate), CCOCC (ether). Solvent: O (water). Reaction conditions: time 15 minute. Yields the product ClCC(=O)N(C1=C(C=CC=C1C)CC)CC1OCCO1 (N-α-chloroacetyl-N-(1,3-dioxolan-2-ylmethyl)-2-ethyl-6-methylaniline). Reaction SMILES: [O:1]1[CH2:5][CH2:4][O:3][CH:2]1[CH2:6][NH:7][C:8]1[C:13]([CH3:14])=[CH:12][CH:11]=[CH:10][C:9]=1[CH2:15][CH3:16].C(=O)([O-])[O-].[Na+].[Na+].CCOCC.[Cl:28][CH2:29][C:30](Cl)=[O:31]>O>[Cl:28][CH2:29][C:30]([N:7]([CH2:6][CH:2]1[O:3][CH2:4][CH2:5][O:1]1)[C:8]1[C:13]([CH3:14])=[CH:12][CH:11]=[CH:10][C:9]=1[CH2:15][CH3:16])=[O:31] |f:1.2.3|. Reported procedure: N-(1,3-Dioxolan-2-ylmethyl)-2-ethyl-6-methylaniline (7.5 grams), sodium carbonate (5.0 grams), ether (100 ml) and water (40 ml) were charged into a glass reaction vessel equipped with a mechanical stirrer and thermometer. The mixture was cooled to a temperature of about 0°C and chloroacetyl chloride (4.5 grams) was added, with stirring, over a period of about 15 minutes. After the addition was completed stirring was continued for a period of about one hour. After this time the resulting solution... Reactants: CN(C)c1ccncc1, CN(C)C(=S)Cl, ClC(Cl)Cl, ClCCl, Cc1ccc2ccc(O)cc2n1. Yields the product Cc1ccc2ccc(OC(=S)N(C)C)cc2n1. Reaction SMILES: [CH3:19][N:20]([c:21]1[cH:22][cH:23][n:24][cH:25][cH:26]1)[CH3:27].[CH3:1][N:2]([C:3](=[S:4])[Cl:5])[CH3:6].[CH:31]([Cl:32])([Cl:33])[Cl:34].[Cl:28][CH2:29][Cl:30].[OH:7][c:8]1[cH:9][cH:10][c:11]2[cH:12][cH:13][c:14]([CH3:18])[n:15][c:16]2[cH:17]1>>[CH3:1][N:2]([C:3](=[S:4])[O:7][c:8]1[cH:9][cH:10][c:11]2[cH:12][cH:13][c:14]([CH3:18])[n:15][c:16]2[cH:17]1)[CH3:6]. Reactants: C(C)C(CC)N1C=NC(=C1)NC(C(CCC)N)=O (2-Amino-pentanoic acid [1-(1-ethyl-propyl)-1H-imidazol-4-yl]-amide), O[C@H](C(=O)O)C(C)(C)C ((S)-2-hydroxy-3,3-dimethyl-butyric acid). Product: C(C)C(CC)N1C=NC(=C1)NC(C(CCC)NC(C(C(C)(C)C)O)=O)=O (2-(2-Hydroxy-3,3-dimethyl-butyrylamino)-pentanoic acid [1-(1-ethyl-propyl)-1H-imidazol-4-yl]-amide). As a reaction SMILES: [CH2:1]([CH:3]([N:6]1[CH:10]=[C:9]([NH:11][C:12](=[O:18])[CH:13]([NH2:17])[CH2:14][CH2:15][CH3:16])[N:8]=[CH:7]1)[CH2:4][CH3:5])[CH3:2].[OH:19][C@@H:20]([C:24]([CH3:27])([CH3:26])[CH3:25])[C:21](O)=[O:22]>>[CH2:1]([CH:3]([N:6]1[CH:10]=[C:9]([NH:11][C:12](=[O:18])[CH:13]([NH:17][C:21](=[O:22])[CH:20]([OH:19])[C:24]([CH3:27])([CH3:26])[CH3:25])[CH2:14][CH2:15][CH3:16])[N:8]=[CH:7]1)[CH2:4][CH3:5])[CH3:2]. Procedure details: 2-Amino-pentanoic acid [1-(1-ethyl-propyl)-1H-imidazol-4-yl]-amide was coupled with (S)-2-hydroxy-3,3-dimethyl-butyric acid to provide the title compound: C13 NMR (100 MHz, CDCl3) 10.8, 13.9, 19.0, 26.3, 28.8, 35.3, 35.6, 52.7, 62.9, 79.8, 104.8, 132.7, 137.9, 169.2, 172.9; MS 367.1 m/z (M+1). RXN SMILES: C([CH:5]1[CH2:10][C:9]([C:18]#[N:19])([C:11]2[CH:16]=[CH:15][C:14]([CH3:17])=[CH:13][CH:12]=2)[CH2:8][CH2:7][C:6]1=[O:20])(OC)=O.C(C1CC(C2C=CC(Cl)=CC=2)(C#N)CCC1=O)(OC)=O.S(=O)(=O)(O)O>C(O)(=O)C>[C:18]([C:9]1([C:11]2[CH:12]=[CH:13][C:14]([CH3:17])=[CH:15][CH:16]=2)[CH2:10][CH2:5][C:6](=[O:20])[CH2:7][CH2:8]1)#[N:19]. The product is C(#N)C1(CCC(CC1)=O)C1=CC=C(C=C1)C (4-cyano-4-(p-tolyl)cyclohexanone). The reactants are C(=O)(OC)C1C(CCC(C1)(C1=CC=C(C=C1)C)C#N)=O (2-carbomethoxy-4-cyano-4-(p-tolyl)cyclohexanone), C(=O)(OC)C1C(CCC(C1)(C#N)C1=CC=C(C=C1)Cl)=O (2-carbomethoxy-4-(p-chlorophenyl)-4-cyanocyclohexanone), S(O)(O)(=O)=O (sulfuric acid). Procedure details: Following the procedure of Example 1, Part C, but substituting 39.3 gm. (0.145 mole) of 2-carbomethoxy-4-cyano-4-(p-tolyl)cyclohexanone (prepared in Part B, above) for the 29.8 gm. of the 2-carbomethoxy-4-(p-chlorophenyl)-4-cyanocyclohexanone and using 960 ml. glacial acetic acid and 480 ml. of 10 percent aqueous sulfuric acid instead of the 660 ml. and 330 ml., respectively, there is obtained after recrystallization from a mixture of diethyl ether and petroleum ether 22.84 gm. (74% yield) of 4-... Isolated yield 74.0%. Solvent: C(C)(=O)O (acetic acid). Starting materials: formula 4, C(CCCCCCC(=O)OCC)(C(=O)OCC)C(=O)OCC (triethyl heptane-1,1,7-tricarboxylate), O1C(CCCC1)OC(/C=C/C1C(C1)(C(=O)OCC)C(=O)OCC)(CCCCC)C (diethyl trans-2-{3-[(tetrahydropyran-2-yl)oxy]-3-methyl-1-octenyl}cyclopropane-1,1-dicarboxylate), formula 5. Procedure: For example, the use of the compound of formula 4, diethyl trans-2-{3-[(tetrahydropyran-2-yl)oxy]-3-methyl-1-octenyl}cyclopropane-1,1-dicarboxylate, described in Example 41, and the compound of formula 5, triethyl heptane-1,1,7-tricarboxylate, described in Example 42, in the procedure of Example 45 gives diethyl trans-3-(6-carboethoxyhexanyl)-4-(3-hydroxy-3-methyl-1-octenyl)-2-oxo-1,3-cyclopentanedicarboxylate, γmaxfilm 3500, 1725 cm-1, nmr (CDCl3) δ 0.88 (t, 3H), 4.17 (m, 6H), 5.64 (m, 2H), via... The product is C(=O)(OCC)CCCCCCC1(C([C@H](C[C@@H]1C=CC(CCCCC)(C)O)C(=O)OCC)=O)C(=O)OCC (diethyl trans-3-(6-carboethoxyhexanyl)-4-(3-hydroxy-3-methyl-1-octenyl)-2-oxo-1,3-cyclopentanedicarboxylate). Reaction SMILES: O1CCCCC1[O:7][C:8]([CH3:29])([CH2:24][CH2:25][CH2:26][CH2:27][CH3:28])/[CH:9]=[CH:10]/[CH:11]1[CH2:13][C:12]1([C:19]([O:21]CC)=O)[C:14]([O:16][CH2:17][CH3:18])=[O:15].[CH:30](C(OCC)=O)([C:42]([O:44][CH2:45][CH3:46])=[O:43])[CH2:31][CH2:32][CH2:33][CH2:34][CH2:35][CH2:36][C:37]([O:39][CH2:40][CH3:41])=[O:38]>>[C:42]([CH2:30][CH2:31][CH2:32][CH2:33][CH2:34][CH2:35][C:36]1([C:37]([O:39][CH2:40][CH3:41])=[O:38])[C@@H:11]([CH:10]=[CH:9][C:8]([OH:7])([CH3:29])[CH2:24][CH2:25][CH2:26][CH2:27][CH3:28])[CH2:13][C@H:12]([C:14]([O:16][CH2:17][CH3:18])=[O:15])[C:19]1=[O:21])([O:44][CH2:45][CH3:46])=[O:43].